Task: describe an organic reaction: reactants, conditions, products, and yield. Dataset: the Open Reaction Database (ORD), a public repository of structured organic reaction records Reactants: C(C)OCC=1N(C2=C(C=NC=3C=CC=CC23)N1)CCCC(=O)N1CCOCC1 (2-(Ethoxymethyl)-1-(4-morpholin-4-yl-4-oxobutyl)-1H-imidazo[4,5-c]quinoline), C1=CC(=CC(=C1)Cl)C(=O)OO (mCPBA), [OH-].[NH4+] (ammonium hydroxide), C1(=CC=C(C=C1)S(=O)(=O)Cl)C (p-toluenesulfonyl chloride), C1=CC(=CC(=C1)Cl)C(=O)OO (mCPBA). Run in ClCCl (dichloromethane). The product is C(C)OCC=1N(C2=C(C(=NC=3C=CC=CC23)N)N1)CCCC(=O)N1CCOCC1 (2-(ethoxymethyl)-1-(4-morpholin-4-yl-4-oxobutyl)-1H-imidazo[4,5-c]quinolin-4-amine). Reaction SMILES: [CH2:1]([O:3][CH2:4][C:5]1[N:6]([CH2:18][CH2:19][CH2:20][C:21]([N:23]2[CH2:28][CH2:27][O:26][CH2:25][CH2:24]2)=[O:22])[C:7]2[C:16]3[CH:15]=[CH:14][CH:13]=[CH:12][C:11]=3[N:10]=[CH:9][C:8]=2[N:17]=1)[CH3:2].C1C=C(Cl)C=C(C(OO)=O)C=1.[OH-].[NH4+:41].C1(C)C=CC(S(Cl)(=O)=O)=CC=1>ClCCl>[CH2:1]([O:3][CH2:4][C:5]1[N:6]([CH2:18][CH2:19][CH2:20][C:21]([N:23]2[CH2:28][CH2:27][O:26][CH2:25][CH2:24]2)=[O:22])[C:7]2[C:16]3[CH:15]=[CH:14][CH:13]=[CH:12][C:11]=3[N:10]=[C:9]([NH2:41])[C:8]=2[N:17]=1)[CH3:2] |f:2.3|. Procedure: 2-(Ethoxymethyl)-1-(4-morpholin-4-yl-4-oxobutyl)-1H-imidazo[4,5-c]quinoline (6.9 g, 18 mmol) was treated with mCPBA (7.9 g, 35 mmol), concentrated ammonium hydroxide (50 mL of 29%), and p-toluenesulfonyl chloride (6.0 g, 32 mmol) according to a modification of the method described in Part E of Example 3. The mCPBA addition was carried out at 0° C., and the reaction was carried out in dichloromethane (150 mL). The crude product was triturated with 2:1 ethyl acetate:hexane (15 mL), and the resulti... The reactants are F[B-](F)(F)F.C(C)[O+](CC)CC (triethyloxonium tetrafluoroborate), ClC1=C(C=CC(=C1Cl)F)C(=O)N1CC(NCC1)=O (4-[(2,3-Dichloro-4-fluorophenyl)carbonyl]-2-piperazinone), N1=NC(=CC=C1)C(=O)NN (3-pyridazinecarbohydrazide). The solvent is ClCCl (Dichloromethane). Run at temperature 120 celsius, time 40 minute. Yields the product ClC1=C(C=CC(=C1Cl)F)C(=O)N1CC=2N(CC1)C(=NN2)C=2N=NC=CC2 (7-[(2,3-Dichloro-4-fluorophenyl)carbonyl]-3-(3-pyridazinyl)-5,6,7,8-tetrahydro[1,2,4]triazolo[4,3-a]pyrazine). Reaction SMILES: [Cl:1][C:2]1[C:7]([Cl:8])=[C:6]([F:9])[CH:5]=[CH:4][C:3]=1[C:10]([N:12]1[CH2:17][CH2:16][NH:15][C:14](=O)[CH2:13]1)=[O:11].F[B-](F)(F)F.C([O+](CC)CC)C.[N:31]1[CH:36]=[CH:35][CH:34]=[C:33]([C:37]([NH:39][NH2:40])=O)[N:32]=1>ClCCl>[Cl:1][C:2]1[C:7]([Cl:8])=[C:6]([F:9])[CH:5]=[CH:4][C:3]=1[C:10]([N:12]1[CH2:17][CH2:16][N:15]2[C:37]([C:33]3[N:32]=[N:31][CH:36]=[CH:35][CH:34]=3)=[N:39][N:40]=[C:14]2[CH2:13]1)=[O:11] |f:1.2|. Reported procedure: 4-[(2,3-Dichloro-4-fluorophenyl)carbonyl]-2-piperazinone (I34) (0.23 g, 0.790 mmol) was dissolved in Dichloromethane (DCM) (1.975 ml) and triethyloxonium tetrafluoroborate (0.180 g, 0.948 mmol) was added. The solution was left to stir under an argon atmosphere for 40 minutes. A clear solution was formed. 3-pyridazinecarbohydrazide (I23) (0.131 g, 0.948 mmol) was added and the solution was stirred under an argon atmosphere for a further 40 minutes. The solvent was removed under reduced pressure a...